This data is from the Open Reaction Database (ORD), a public repository of structured organic reaction records. The task is: describe an organic reaction: reactants, conditions, products, and yield Solvent: CO (MeOH), CO (MeOH). Product: OCCSC1=CC=C(C=C1)O (4-(2-Hydroxy-ethylsulfanyl)-phenol). Procedure: To a solution of 10.9 g 4-hydroxythiophenol (87 mmol) in 200 ml MeOH was added at 0-5° C. 87 ml 1N NaOH (87 mmol). After the reaction mixture was stirred for 10 min 6.1 ml bromoethanol (86 mmol) dissolved in 100 ml MeOH was added. The reaction mixture was stirred for 3 h at r.t. and the methanol was partly removed under reduced pressure. The residue was poured to a 1:1 mixture of ethyl acetate and saturated NaHCO3−solution and the organic phase was separated, dried over MgSO4, filtrated and the ... Run at time 3 hour. The yield is 91.5%. RXN SMILES: [OH:1][C:2]1[CH:7]=[CH:6][C:5]([SH:8])=[CH:4][CH:3]=1.[OH-].[Na+].Br[CH:12]([OH:14])[CH3:13]>CO>[OH:14][CH2:12][CH2:13][S:8][C:5]1[CH:6]=[CH:7][C:2]([OH:1])=[CH:3][CH:4]=1 |f:1.2|. The reactants are [OH-].[Na+] (NaOH), OC1=CC=C(C=C1)S (4-hydroxythiophenol), BrC(C)O (bromoethanol). Reactants: CCCC[Sn](CCCC)(CCCC)c1cn(C)cn1, O=[N+]([O-])c1ccsc1Cl. Product: Cn1cnc(-c2sccc2[N+](=O)[O-])c1. RXN SMILES: [CH3:10][n:11]1[cH:12][n:13][c:14]([Sn:16]([CH2:17][CH2:18][CH2:19][CH3:20])([CH2:21][CH2:22][CH2:23][CH3:24])[CH2:25][CH2:26][CH2:27][CH3:28])[cH:15]1.[Cl:1][c:2]1[s:3][cH:4][cH:5][c:6]1[N+:7](=[O:8])[O-:9]>>[c:2]1(-[c:14]2[n:13][cH:12][n:11]([CH3:10])[cH:15]2)[s:3][cH:4][cH:5][c:6]1[N+:7](=[O:8])[O-:9]. Reactants: O=C1C(C2CCOC(N12)(C)C)=COC(C)=O (8-oxo-7-acetoxymethylene-2,2-dimethyl-3-oxa-1-azabicyclo[4.2.0]octane), O=C1CC2CCOC(N12)(C)C (8-oxo-2,2-dimethyl-3-oxa-1-azabicyclo[4.2.0]octane). Solvent: CN(C(C)=O)C (N,N-dimethylacetamide). Yields the product O=C1C(C2CCOC(N12)(C)C)=C(C)OC(C)=O (8-oxo-7-(1'-acetoxyethylidene)-2,2-dimethyl-3-oxa-1-azabicyclo[4.2.0]octane). RXN SMILES: [O:1]=[C:2]1[N:9]2[CH:4]([CH2:5][CH2:6][O:7][C:8]2([CH3:11])[CH3:10])[C:3]1=[CH:12][O:13][C:14](=[O:16])[CH3:15].O=[C:18]1N2C(CCOC2(C)C)C1>CN(C)C(=O)C>[O:1]=[C:2]1[N:9]2[CH:4]([CH2:5][CH2:6][O:7][C:8]2([CH3:10])[CH3:11])[C:3]1=[C:12]([O:13][C:14](=[O:16])[CH3:15])[CH3:18]. Procedure details: Following the procedure described for the preparation of 8-oxo-7-acetoxymethylene-2,2-dimethyl-3-oxa-1-azabicyclo[4.2.0]octane from 8-oxo-2,2-dimethyl-3-oxa-1-azabicyclo[4.2.0]octane and using N,N-dimethylacetamide instead of N,N-dimethylformamide one obtains 8-oxo-7-(1'-acetoxyethylidene)-2,2-dimethyl-3-oxa-1-azabicyclo[4.2.0]octane. Reactants: NCCC(=O)OC (methyl β-alaninate), C(C)S(=O)(=O)Cl (ethanesulfonyl chloride). The product is C(C)S(=O)(=O)NCCC(=O)OC (N-(ethylsulfonyl)-β-alanine, methyl ester), product. Isolated yield 24.0%. RXN SMILES: [NH2:1][CH2:2][CH2:3][C:4]([O:6][CH3:7])=[O:5].[CH2:8]([S:10](Cl)(=[O:12])=[O:11])[CH3:9]>>[CH2:8]([S:10]([NH:1][CH2:2][CH2:3][C:4]([O:6][CH3:7])=[O:5])(=[O:12])=[O:11])[CH3:9]. Procedure: N-(ethylsulfonyl)-β-alanine, methyl ester (21) was prepared from methyl β-alaninate and ethanesulfonyl chloride on a 32 mmol scale in the manner described in Example 13 above to yield 1.53 g (24%) of product. The reactants are [BH4-].[Li+] (lithium borohydride), C1=CC=CC=2C(C3=C(C=CC21)C=CC=C3)=C3CCN(CC3)C(CC(C(=O)OC)NC(C(C)(C)C)=O)=O (methyl 4-[4-(5H-dibenzo[a,d][7]annulen-5-ylidene)-1-piperidinyl]-2-[(2,2-dimethylpropanoyl)amino]-4-oxobutanoate), [Cl-].[NH4+] (ammonium chloride). Solvent: O1CCCC1 (tetrahydrofuran). Reaction conditions: time 1.5 hour. Product: C1=CC=CC=2C(C3=C(C=CC21)C=CC=C3)=C3CCN(CC3)C(CC(CO)NC(C(C)(C)C)=O)=O (N-[3-[4-(5H-dibenzo[a,d][7]annulen-5-ylidene)-1-piperidinyl]-1-(hydroxymethyl)-3-oxopropyl]-2,2-dimethylpropanamide). As a reaction SMILES: [CH:1]1[C:11]2[CH:10]=[CH:9][C:8]3[CH:12]=[CH:13][CH:14]=[CH:15][C:7]=3[C:6](=[C:16]3[CH2:21][CH2:20][N:19]([C:22](=[O:36])[CH2:23][CH:24]([NH:29][C:30](=[O:35])[C:31]([CH3:34])([CH3:33])[CH3:32])[C:25](OC)=[O:26])[CH2:18][CH2:17]3)[C:5]=2[CH:4]=[CH:3][CH:2]=1.[BH4-].[Li+].[Cl-].[NH4+]>O1CCCC1>[CH:1]1[C:11]2[CH:10]=[CH:9][C:8]3[CH:12]=[CH:13][CH:14]=[CH:15][C:7]=3[C:6](=[C:16]3[CH2:17][CH2:18][N:19]([C:22](=[O:36])[CH2:23][CH:24]([NH:29][C:30](=[O:35])[C:31]([CH3:32])([CH3:34])[CH3:33])[CH2:25][OH:26])[CH2:20][CH2:21]3)[C:5]=2[CH:4]=[CH:3][CH:2]=1 |f:1.2,3.4|. Procedure details: 106 mg (0.218 mmol) of methyl 4-[4-(5H-dibenzo[a,d][7]annulen-5-ylidene)-1-piperidinyl]-2-[(2,2-dimethylpropanoyl)amino]-4-oxobutanoate was dissolved in 3 ml of tetrahydrofuran. 5.7 mg (0.261 mmol) of lithium borohydride was added to the obtained solution at 0° C. The reaction mixture was stirred for 1.5 hours and then saturated aqueous ammonium chloride solution was added thereto. After extracting with ethyl acetate 3 times, the extract was dried over anhydrous sodium sulfate. The solvent was e...